This data is from the Open Reaction Database (ORD), a public repository of structured organic reaction records. The task is: describe an organic reaction: reactants, conditions, products, and yield Reactants: O=C(c1ccc(-c2ccncc2)cc1)N1CCN(S(=O)(=O)c2ccc3cc(Cl)ccc3c2)CC1, O=C(OO)c1cccc(Cl)c1, ClCCl. Product: O=C(c1ccc(-c2cc[n+]([O-])cc2)cc1)N1CCN(S(=O)(=O)c2ccc3cc(Cl)ccc3c2)CC1. Reaction SMILES: [Cl:1][c:2]1[cH:3][c:4]2[cH:5][cH:6][c:7]([S:12](=[O:13])(=[O:14])[N:15]3[CH2:16][CH2:17][N:18]([C:21]([c:22]4[cH:23][cH:24][c:25](-[c:28]5[cH:29][cH:30][n:31][cH:32][cH:33]5)[cH:26][cH:27]4)=[O:34])[CH2:19][CH2:20]3)[cH:8][c:9]2[cH:10][cH:11]1.[Cl:35][c:36]1[cH:37][cH:38][cH:39][c:40]([C:41]([O:42][OH:44])=[O:43])[cH:45]1.[Cl:46][CH2:47][Cl:48]>>[Cl:1][c:2]1[cH:3][c:4]2[cH:5][cH:6][c:7]([S:12](=[O:13])(=[O:14])[N:15]3[CH2:16][CH2:17][N:18]([C:21]([c:22]4[cH:23][cH:24][c:25](-[c:28]5[cH:29][cH:30][n+:31]([O-:43])[cH:32][cH:33]5)[cH:26][cH:27]4)=[O:34])[CH2:19][CH2:20]3)[cH:8][c:9]2[cH:10][cH:11]1. The reactants are C1CCCCC1, CCO, [OH-], [OH-], [Pd+2], OC1C(CCl)OC(n2cnc3c(NC4CCCC4OCc4ccccc4)ncnc32)C1O. Yields the product OC1CCCC1Nc1ncnc2c1ncn2C1OC(CCl)C(O)C1O. RXN SMILES: [CH2:36]1[CH2:37][CH2:38][CH2:39][CH2:40][CH2:41]1.[CH3:33][CH2:34][OH:35].[OH-:42].[OH-:44].[Pd+2:43].[c:1]1([CH2:2][O:8][CH:9]2[CH:10]([NH:14][c:15]3[c:16]4[n:17][cH:18][n:19]([CH:24]5[O:25][CH:26]([CH2:31][Cl:32])[CH:27]([OH:30])[CH:28]5[OH:29])[c:20]4[n:21][cH:22][n:23]3)[CH2:11][CH2:12][CH2:13]2)[cH:3][cH:4][cH:5][cH:6][cH:7]1>>[OH:8][CH:9]1[CH:10]([NH:14][c:15]2[c:16]3[n:17][cH:18][n:19]([CH:24]4[O:25][CH:26]([CH2:31][Cl:32])[CH:27]([OH:30])[CH:28]4[OH:29])[c:20]3[n:21][cH:22][n:23]2)[CH2:11][CH2:12][CH2:13]1.